Dataset: the Open Reaction Database (ORD), a public repository of structured organic reaction records. Task: describe an organic reaction: reactants, conditions, products, and yield The reactants are CCCCCCCCCCCCCCCCOc1ccc(OCC(=O)NCc2ccccn2)cc1, CC(=O)OC(C)=O, O, c1ccncc1. Yields the product CCCCCCCCCCCCCCCCOc1ccc(OCC(=O)N(Cc2ccccn2)C(C)=O)cc1. Reaction SMILES: [CH2:1]([CH2:2][CH2:3][CH2:4][CH2:5][CH2:6][CH2:7][CH2:8][CH2:9][CH2:10][CH2:11][CH2:12][CH2:13][CH2:14][CH2:15][CH3:16])[O:17][c:18]1[cH:19][cH:20][c:21]([O:22][CH2:23][C:24](=[O:25])[NH:26][CH2:27][c:28]2[n:29][cH:30][cH:31][cH:32][cH:33]2)[cH:34][cH:35]1.[CH3:36][C:37](=[O:38])[O:39][C:40](=[O:41])[CH3:42].[OH2:49].[cH:43]1[cH:44][cH:45][n:46][cH:47][cH:48]1>>[CH2:1]([CH2:2][CH2:3][CH2:4][CH2:5][CH2:6][CH2:7][CH2:8][CH2:9][CH2:10][CH2:11][CH2:12][CH2:13][CH2:14][CH2:15][CH3:16])[O:17][c:18]1[cH:19][cH:20][c:21]([O:22][CH2:23][C:24](=[O:25])[N:26]([CH2:27][c:28]2[n:29][cH:30][cH:31][cH:32][cH:33]2)[C:37]([CH3:36])=[O:38])[cH:34][cH:35]1. Starting materials: Cc1ccccc1, CCOC(C)=O, CCC(C)C(=O)OC1CC(C)C=C2C=CC(C)C(CCC3CC(O)CC(=O)O3)C21, NC1CCCCC1. The product is CCC(C)C(=O)OC1CC(C)C=C2C=CC(C)C(CCC(O)CC(O)CC(=O)NC3CCCCC3)C21. As a reaction SMILES: [CH3:37][c:38]1[cH:39][cH:40][cH:41][cH:42][cH:43]1.[CH3:44][CH2:45][O:46][C:47](=[O:48])[CH3:49].[CH:1]12[CH:2]([O:23][C:24](=[O:25])[CH:26]([CH3:27])[CH2:28][CH3:29])[CH2:3][CH:4]([CH3:5])[CH:6]=[C:7]1[CH:8]=[CH:9][CH:10]([CH3:11])[CH:12]2[CH2:13][CH2:14][CH:15]1[CH2:16][CH:17]([OH:18])[CH2:19][C:20](=[O:21])[O:22]1.[NH2:30][CH:31]1[CH2:32][CH2:33][CH2:34][CH2:35][CH2:36]1>>[CH:1]12[CH:2]([O:23][C:24](=[O:25])[CH:26]([CH3:27])[CH2:28][CH3:29])[CH2:3][CH:4]([CH3:5])[CH:6]=[C:7]1[CH:8]=[CH:9][CH:10]([CH3:11])[CH:12]2[CH2:13][CH2:14][CH:15]([CH2:16][CH:17]([OH:18])[CH2:19][C:20](=[O:21])[NH:30][CH:31]1[CH2:32][CH2:33][CH2:34][CH2:35][CH2:36]1)[OH:22]. The reactants are CC(=CCCCC(=O)O)CCCCCCCCC (6-methylpentadec-5-enoic acid), C([O-])(O)=O.[K+] (potassium bicarbonate), S(O)(O)(=O)=O (sulphuric acid), O (water). Run in CO (methanol). The product is CC(=CCCCC(=O)OC)CCCCCCCCC (methyl 6-methylpentadec-5-enoate). Yield: 85.0%. RXN SMILES: [CH3:1][C:2]([CH2:10][CH2:11][CH2:12][CH2:13][CH2:14][CH2:15][CH2:16][CH2:17][CH3:18])=[CH:3][CH2:4][CH2:5][CH2:6][C:7]([OH:9])=[O:8].S(=O)(=O)(O)O.O.[C:25](=O)(O)[O-].[K+]>CO>[CH3:1][C:2]([CH2:10][CH2:11][CH2:12][CH2:13][CH2:14][CH2:15][CH2:16][CH2:17][CH3:18])=[CH:3][CH2:4][CH2:5][CH2:6][C:7]([O:9][CH3:25])=[O:8] |f:3.4|. Procedure: 98 g of crude 6-methylpentadec-5-enoic acid acid (from the proceeding Example) were dissolved in 305 ml of methanol, treated with 2 ml of sulphuric acid and heated to reflux temperature 2 hours. Then, the mixture was poured into water, made basic with saturated potassium bicarbonate solution, extracted twice with t-butyl methyl ether, concentrated and distilled in a high vacuum (0.1 Torr, 162-170° C.). 75 g (85%) of methyl 6-methylpentadec-5-enoate were obtained having the following characterist...